From a dataset of the Open Reaction Database (ORD), a public repository of structured organic reaction records. describe an organic reaction: reactants, conditions, products, and yield Starting materials: P(=O)(OCN1C=C(C=2C1=NC=C(C2)C2=CC=C(C=C2)Cl)C(C2=C(C(=CC=C2F)NS(=O)(=O)CCC)F)=O)(O)O ((5-(4-chlorophenyl)-3-(2,6-difluoro-3-(propylsulfonamido)benzoyl)-1H-pyrrolo[2,3-b]pyridin-1-yl)methyl dihydrogen phosphate), [OH-].[Na+] (NaOH). Run in C1CCOC1 (THF), O (H2O), C1CCOC1 (THF). Conditions: time 4 hour. Yields the product P(=O)(OCN1C=C(C=2C1=NC=C(C2)C2=CC=C(C=C2)Cl)C(C2=C(C(=CC=C2F)NS(=O)(=O)CCC)F)=O)([O-])[O-].[Na+].[Na+] (sodium (5-(4-chlorophenyl)-3-(2,6-difluoro-3-(propylsulfonamido)benzoyl)-1H-pyrrolo[2,3-b]pyridin-1-yl)methyl phosphate). Yield: 94.4%. As a reaction SMILES: [P:1]([OH:39])([OH:38])([O:3][CH2:4][N:5]1[C:9]2=[N:10][CH:11]=[C:12]([C:14]3[CH:19]=[CH:18][C:17]([Cl:20])=[CH:16][CH:15]=3)[CH:13]=[C:8]2[C:7]([C:21](=[O:37])[C:22]2[C:27]([F:28])=[CH:26][CH:25]=[C:24]([NH:29][S:30]([CH2:33][CH2:34][CH3:35])(=[O:32])=[O:31])[C:23]=2[F:36])=[CH:6]1)=[O:2].[OH-].[Na+:41]>C1COCC1.O>[P:1]([O-:38])([O-:39])([O:3][CH2:4][N:5]1[C:9]2=[N:10][CH:11]=[C:12]([C:14]3[CH:19]=[CH:18][C:17]([Cl:20])=[CH:16][CH:15]=3)[CH:13]=[C:8]2[C:7]([C:21](=[O:37])[C:22]2[C:27]([F:28])=[CH:26][CH:25]=[C:24]([NH:29][S:30]([CH2:33][CH2:34][CH3:35])(=[O:32])=[O:31])[C:23]=2[F:36])=[CH:6]1)=[O:2].[Na+:41].[Na+:41] |f:1.2,5.6.7|. Procedure: To a solution of (5-(4-chlorophenyl)-3-(2,6-difluoro-3-(propylsulfonamido)benzoyl)-1H-pyrrolo[2,3-b]pyridin-1-yl)methyl dihydrogen phosphate (396 mg, 0.66 mmol) in THF (20 mL) was added dropwise a solution of NaOH (58 mg, 1.45 mmol) in 0.3 mL of H2O and 4 mL of THF at rt. The reaction was stirred at rt for 4 h, and then filtered to give the title compound as a white solid (401 mg, 94.4%). The title compound was characterized by LC-MS and 1H NMR as shown below: The reactants are BrB(Br)Br, ClCCl, CCCc1c(OCCCOc2cccc(NC(=O)C(=O)OCC)c2)ccc(C(C)=O)c1OC, O. Yields the product CCCc1c(OCCCOc2cccc(NC(=O)C(=O)OCC)c2)ccc(C(C)=O)c1O. As a reaction SMILES: [B:1]([Br:2])([Br:3])[Br:4].[CH2:39]([Cl:40])[Cl:41].[CH2:5]([CH3:6])[O:7][C:8]([C:9](=[O:10])[NH:11][c:12]1[cH:13][c:14]([O:18][CH2:19][CH2:20][CH2:21][O:22][c:23]2[c:24]([CH2:34][CH2:35][CH3:36])[c:25]([O:32][CH3:33])[c:26]([C:29]([CH3:30])=[O:31])[cH:27][cH:28]2)[cH:15][cH:16][cH:17]1)=[O:37].[OH2:38]>>[CH2:5]([CH3:6])[O:7][C:8]([C:9](=[O:10])[NH:11][c:12]1[cH:13][c:14]([O:18][CH2:19][CH2:20][CH2:21][O:22][c:23]2[c:24]([CH2:34][CH2:35][CH3:36])[c:25]([OH:32])[c:26]([C:29]([CH3:30])=[O:31])[cH:27][cH:28]2)[cH:15][cH:16][cH:17]1)=[O:37]. Run at time 15 minute. Solvent: CO (MeOH), CO (MeOH). Reported procedure: A solution of NaOMe in MeOH (13.6 mL, 25% in MeOH, 59.5 mmol) is added to a stirred solution of formamidine (2.2 g, 21 mmol) in MeOH (50 ml) at rt. The mixture is stirred for 15 min. 1-tert-Butyl 4-methyl 5-oxoazepane-1,4-dicarboxylate (5 g, 7.5 mmol) is added and the mixture is stirred at rt overnight. Acetic acid (2.33 g, 38.5 mmol) is added and the solvent is removed in vacuo. Water (30 ml) is added to the residue and the solution is extracted with DCM (3×30 ml). The combined extracts are was... Yields the product OC1=NC=NC=2CCN(CCC21)C(=O)OC(C)(C)C (tert-butyl 4-hydroxy-5,6,8,9-tetrahydro-7H-pyrimido[4,5-d]azepine-7-carboxylate). Starting materials: C[O-].[Na+] (NaOMe), C(=N)N (formamidine), C(C)(=O)O (Acetic acid), O=C1C(CCN(CC1)C(=O)OC(C)(C)C)C(=O)OC (1-tert-Butyl 4-methyl 5-oxoazepane-1,4-dicarboxylate). RXN SMILES: C[O-].[Na+].[CH:4]([NH2:6])=[NH:5].O=[C:8]1[CH2:14][CH2:13][N:12]([C:15]([O:17][C:18]([CH3:21])([CH3:20])[CH3:19])=[O:16])[CH2:11][CH2:10][CH:9]1[C:22](OC)=[O:23].C(O)(=O)C>CO>[OH:23][C:22]1[C:9]2[CH2:10][CH2:11][N:12]([C:15]([O:17][C:18]([CH3:21])([CH3:20])[CH3:19])=[O:16])[CH2:13][CH2:14][C:8]=2[N:6]=[CH:4][N:5]=1 |f:0.1|. The reactants are C(#N)N1C2CC3=C1CCC1=C3C=CCN=CC1(C2C)C (3-cyano-6,12-dimethyl-1,2,3,4,5,6-hexahydro-2,6-methano-9H-pyrrolo[3,2-h][3]benzazocine), [H-].[Al+3].[Li+].[H-].[H-].[H-] (lithium aluminium hydride). The solvent is O1CCCC1 (tetrahydrofuran), O1CCCC1 (tetrahydrofuran). Run at temperature 0 celsius. The product is CC12C=NCC=CC3=C1CCC1=C3CC(N1)C2C (6,12-dimethyl-1,2,3,4,5,6-hexahydro-2,6-methano-9H-pyrrolo[3,2-h][3]benzazocine). Isolated yield 69.0%. Reaction SMILES: C([N:3]1[C:7]2[CH2:8][CH2:9][C:10]3[C:17]4([CH3:20])[CH:18]([CH3:19])[CH:4]1[CH2:5][C:6]=2[C:11]=3[CH:12]=[CH:13][CH2:14][N:15]=[CH:16]4)#N.[H-].[Al+3].[Li+].[H-].[H-].[H-]>O1CCCC1>[CH3:20][C:17]12[CH:18]([CH3:19])[CH:4]3[NH:3][C:7]4=[C:6]([CH2:5]3)[C:11](=[C:10]1[CH2:9][CH2:8]4)[CH:12]=[CH:13][CH2:14][N:15]=[CH:16]2 |f:1.2.3.4.5.6|. Procedure: The nitrile (1.12 g) was dissolved in 60 ml of tetrahydrofuran and 0.80 g of lithium aluminium hydride was added, with cooling to 0° C. under nitrogen. The mixture was allowed to warm to room temperature and was then heated at reflux for 2 hr. The mixture was cooled to room temperature and 10% aqueous tetrahydrofuran was added. The mixture was filtered through anhydrous sodium sulfate and then celite. The filter cakes were washed with a mixture of triethylamine/methanol/ethyl acetate, and the fi... The reactants are CCOCC, CC(C)(C)OC(=O)N1CCN(S(=O)(=O)C2CC2)CC1, ClCCl, Cl. Product: O=S(=O)(C1CC1)N1CCNCC1, Cl. Reaction SMILES: [CH3:21][CH2:22][O:23][CH2:24][CH3:25].[CH:1]1([S:4](=[O:5])(=[O:6])[N:7]2[CH2:8][CH2:9][N:10]([C:13]([O:14][C:15]([CH3:16])([CH3:17])[CH3:18])=[O:19])[CH2:11][CH2:12]2)[CH2:2][CH2:3]1.[Cl:26][CH2:27][Cl:28].[ClH:20]>>[CH:1]1([S:4](=[O:5])(=[O:6])[N:7]2[CH2:8][CH2:9][NH:10][CH2:11][CH2:12]2)[CH2:2][CH2:3]1.[ClH:20]. Starting materials: C12CCCC(CCC1)B2 (9-borabicyclo [3.3.1]nonane), solution, O1CCCC1 (tetrahydrofuran), ClC1=CC2=C(C(C3=C(C=C2)C=CC=C3)=C)C=C1 (2-chloro-5-methylene-dibenzo[a,d]cycloheptene), O1CCCC1 (tetrahydrofuran). RXN SMILES: [Cl:1][C:2]1[CH:17]=[CH:16][C:5]2[C:6](=[CH2:15])[C:7]3[CH:14]=[CH:13][CH:12]=[CH:11][C:8]=3[CH:9]=[CH:10][C:4]=2[CH:3]=1.C12BC(CCC1)CCC2.[O:27]1CCCC1>>[Cl:1][C:2]1[CH:17]=[CH:16][C:5]2[CH:6]([CH2:15][OH:27])[C:7]3[CH:14]=[CH:13][CH:12]=[CH:11][C:8]=3[CH:9]=[CH:10][C:4]=2[CH:3]=1. Yields the product ClC1=CC2=C(C(C3=C(C=C2)C=CC=C3)CO)C=C1 (2-Chloro-5-hydroxymethyl-dibenzo[a,d]cycloheptene). Reported procedure: To a solution of 2-chloro-5-methylene-dibenzo[a,d]cycloheptene (8.3 g) in dry tetrahydrofuran (30 ml). under an inert atmosphere, was added 9-borabicyclo [3.3.1]nonane (71 ml of a 0.5 molar solution in tetrahydrofuran) at ambient temperature and the reaction mixture was then refluxed for 3 h. After cooling. the reaction was quenched by the slow addition of 2N sodium hydroxide solution (180 ml) and 30% hydrogen peroxide (36 ml). After stirring vigorously at 0° C. for 45 minutes the reaction mixtu... Conditions: temperature 0 celsius, time 45 minute. Starting materials: ClC1=NC2=CC=CC=C2C(=N1)Cl (2,4-dichloroquinazoline), C1(CCCCC1)N (cyclohexylamine), CC1=NNC=C1 (3-methylpyrazole). Product: Cl.C1(CCCCC1)NC1=NC(=NC2=CC=CC=C12)N1N=C(C=C1)C (Cyclohexyl-[2-(3-methyl-pyrazol-1-yl)-quinazolin-4-yl]-amine, Hydrochloride). RXN SMILES: [Cl:1][C:2]1[N:11]=[C:10](Cl)[C:9]2[C:4](=[CH:5][CH:6]=[CH:7][CH:8]=2)[N:3]=1.[CH:13]1([NH2:19])[CH2:18][CH2:17][CH2:16][CH2:15][CH2:14]1.[CH3:20][C:21]1[CH:25]=[CH:24][NH:23][N:22]=1>>[ClH:1].[CH:13]1([NH:19][C:10]2[C:9]3[C:4](=[CH:5][CH:6]=[CH:7][CH:8]=3)[N:3]=[C:2]([N:23]3[CH:24]=[CH:25][C:21]([CH3:20])=[N:22]3)[N:11]=2)[CH2:18][CH2:17][CH2:16][CH2:15][CH2:14]1 |f:3.4|. Procedure: Was prepared according to Method A from 2,4-dichloroquinazoline, cyclohexylamine and 3-methylpyrazole. Mp. 269-274.3° C.